Dataset: the Open Reaction Database (ORD), a public repository of structured organic reaction records. Task: describe an organic reaction: reactants, conditions, products, and yield The reactants are C(C)(C)(C)OC(=O)NC1C=C(C=CC1)C(=O)OC (methyl 3-(tert-butoxycarbonylamino)-1,5-cyclohexadienecarboxylate), BrBr (bromine), N1(NCCCCCC1)C1CCCCCCC1 (diazabicyclooctane). Run in CC(=O)C (acetone), C(Cl)(Cl)(Cl)Cl (carbontetrachloride). Conditions: temperature 25 celsius, time 12 hour. The product is C(C)(C)(C)OC(=O)NC1C=C(C(=CC1)Br)C(=O)OC (methyl 3-tert-butoxycarbonylamino-6-bromo-1,5-cyclohexadienecarboxylate). Reaction SMILES: [C:1]([O:5][C:6]([NH:8][CH:9]1[CH2:14][CH:13]=[CH:12][C:11]([C:15]([O:17][CH3:18])=[O:16])=[CH:10]1)=[O:7])([CH3:4])([CH3:3])[CH3:2].[Br:19]Br.N1(C2CCCCCCC2)CCCCCCN1>C(Cl)(Cl)(Cl)Cl.CC(C)=O>[C:1]([O:5][C:6]([NH:8][CH:9]1[CH2:14][CH:13]=[C:12]([Br:19])[C:11]([C:15]([O:17][CH3:18])=[O:16])=[CH:10]1)=[O:7])([CH3:4])([CH3:3])[CH3:2]. Procedure: A solution of 2.53 g (10 m mole) of methyl 3-(tert-butoxycarbonylamino)-1,5-cyclohexadienecarboxylate in 40 ml of carbontetrachloride at 0° C. is treated dropwise with 1.60 g (10 m mole) of bromine. The solution is stirred at 25° C. for 12 hours, then evaporated under reduced pressure to afford the crude dibromide which is dissolved in 40 ml of acetone and treated with 1.2 g (10 m mole) of diazabicyclooctane for 12 hours at 25° C. The solvent is evaporated under reduced pressure, and the residue...